Dataset: the Open Reaction Database (ORD), a public repository of structured organic reaction records. Task: describe an organic reaction: reactants, conditions, products, and yield Starting materials: O=C([O-])[O-], CC(=O)N1c2ccccc2CC1C#N, CCO, Cl, NO, [Na+], [Na+], O. The product is CC(=O)N1c2ccccc2CC1C(=N)NO. Reaction SMILES: [C:16](=[O:17])([O-:18])[O-:19].[C:1]([CH3:2])(=[O:3])[N:4]1[CH:5]([C:13]#[N:14])[CH2:6][c:7]2[cH:8][cH:9][cH:10][cH:11][c:12]21.[CH3:25][CH2:26][OH:27].[ClH:24].[NH2:22][OH:23].[Na+:20].[Na+:21].[OH2:15]>>[C:1]([CH3:2])(=[O:3])[N:4]1[CH:5]([C:13]([NH:14][OH:15])=[NH:22])[CH2:6][c:7]2[cH:8][cH:9][cH:10][cH:11][c:12]21. The reactants are Nc1ncncc1Br, CC(=O)[O-], CC(=O)[O-], COc1ccc(B(O)O)cn1, CCN(C(C)C)C(C)C, ClCCl, [Cu+2]. Yields the product COc1ccc(Nc2ncncc2Br)cn1. As a reaction SMILES: [Br:1][c:2]1[c:3]([NH2:8])[n:4][cH:5][n:6][cH:7]1.[C:32]([O-:33])(=[O:34])[CH3:35].[C:37]([O-:38])(=[O:39])[CH3:40].[CH3:9][O:10][c:11]1[cH:12][cH:13][c:14]([B:17]([OH:18])[OH:19])[cH:15][n:16]1.[CH:20]([N:21]([CH2:22][CH3:23])[CH:24]([CH3:25])[CH3:26])([CH3:27])[CH3:28].[Cl:29][CH2:30][Cl:31].[Cu+2:36]>>[Br:1][c:2]1[c:3]([NH:8][c:14]2[cH:13][cH:12][c:11]([O:10][CH3:9])[n:16][cH:15]2)[n:4][cH:5][n:6][cH:7]1.